From a dataset of the Open Reaction Database (ORD), a public repository of structured organic reaction records. describe an organic reaction: reactants, conditions, products, and yield Product: COc1ccccc1COCCCOc1ccc(C2CCN(C(=O)OC(C)(C)C)CC2OCc2ccc3c(c2)N(CCCC#N)CCC3)cc1. Starting materials: COc1ccccc1COCCCOc1ccc(C2CCN(C(=O)OC(C)(C)C)CC2OCc2ccc3c(c2)N(CCCOS(C)(=O)=O)CCC3)cc1, CN(C)C=O, N#C[K]. RXN SMILES: [C:1]([CH3:2])([CH3:3])([CH3:4])[O:5][C:6](=[O:7])[N:8]1[CH2:9][CH:10]([O:34][CH2:35][c:36]2[cH:37][cH:38][c:39]3[c:44]([cH:45]2)[N:43]([CH2:46][CH2:47][CH2:48][O:49][S:50]([CH3:51])(=[O:52])=[O:53])[CH2:42][CH2:41][CH2:40]3)[CH:11]([c:14]2[cH:15][cH:16][c:17]([O:20][CH2:21][CH2:22][CH2:23][O:24][CH2:25][c:26]3[c:27]([O:32][CH3:33])[cH:28][cH:29][cH:30][cH:31]3)[cH:18][cH:19]2)[CH2:12][CH2:13]1.[CH3:57][N:58]([CH3:59])[CH:60]=[O:61].[K:54][C:55]#[N:56]>>[C:1]([CH3:2])([CH3:3])([CH3:4])[O:5][C:6](=[O:7])[N:8]1[CH2:9][CH:10]([O:34][CH2:35][c:36]2[cH:37][cH:38][c:39]3[c:44]([cH:45]2)[N:43]([CH2:46][CH2:47][CH2:48][C:55]#[N:56])[CH2:42][CH2:41][CH2:40]3)[CH:11]([c:14]2[cH:15][cH:16][c:17]([O:20][CH2:21][CH2:22][CH2:23][O:24][CH2:25][c:26]3[c:27]([O:32][CH3:33])[cH:28][cH:29][cH:30][cH:31]3)[cH:18][cH:19]2)[CH2:12][CH2:13]1. Starting materials: Cn1cc(Br)cc(Br)c1=O, O=C([O-])[O-], C1COCCO1, [Cs+], [Cs+], Nc1ccccn1, O=C(C=Cc1ccccc1)C=Cc1ccccc1, O=C(C=Cc1ccccc1)C=Cc1ccccc1, O=C(C=Cc1ccccc1)C=Cc1ccccc1, [Pd], [Pd]. Yields the product Cn1cc(Br)cc(Nc2ccccn2)c1=O. Reaction SMILES: [Br:1][c:2]1[c:3](=[O:10])[n:4]([CH3:9])[cH:5][c:6]([Br:8])[cH:7]1.[C:18](=[O:19])([O-:20])[O-:21].[CH2:80]1[O:81][CH2:82][CH2:83][O:84][CH2:85]1.[Cs+:22].[Cs+:23].[NH2:11][c:12]1[n:13][cH:14][cH:15][cH:16][cH:17]1.[O:26]=[C:27]([CH:28]=[CH:29][c:30]1[cH:31][cH:32][cH:33][cH:34][cH:35]1)[CH:36]=[CH:37][c:38]1[cH:39][cH:40][cH:41][cH:42][cH:43]1.[O:44]=[C:45]([CH:46]=[CH:47][c:48]1[cH:49][cH:50][cH:51][cH:52][cH:53]1)[CH:54]=[CH:55][c:56]1[cH:57][cH:58][cH:59][cH:60][cH:61]1.[O:62]=[C:63]([CH:64]=[CH:65][c:66]1[cH:67][cH:68][cH:69][cH:70][cH:71]1)[CH:72]=[CH:73][c:74]1[cH:75][cH:76][cH:77][cH:78][cH:79]1.[Pd:24].[Pd:25]>>[c:2]1([NH:11][c:12]2[n:13][cH:14][cH:15][cH:16][cH:17]2)[c:3](=[O:10])[n:4]([CH3:9])[cH:5][c:6]([Br:8])[cH:7]1. Run at time 18 hour. Procedure details: Next, to a solution of lithium aluminum hydride (139 mg, 3.68 mmol) in tetrahydrofuran (3.0 mL) was added a solution of the resulting 3-(3-fluoro-phenoxy)-benzonitrile (313 mg, 1.47 mmol) in tetrahydrofuran (1 mL) on an ice bath, and the solution was stirred at room temperature for 18 hours. A mixture solvent of methanol and water (9:1) was added to the reaction solution, an aqueous solution of saturated ammonium chloride was further added thereto, followed by stirring at room temperature for 10... Isolated yield 89.2%. The reactants are CO (methanol), [H-].[Al+3].[Li+].[H-].[H-].[H-] (lithium aluminum hydride), FC=1C=C(OC=2C=C(C#N)C=CC2)C=CC1 (3-(3-fluoro-phenoxy)-benzonitrile), [Cl-].[NH4+] (ammonium chloride). Solvent: O (water), O1CCCC1 (tetrahydrofuran), O1CCCC1 (tetrahydrofuran). Yields the product FC=1C=C(OC=2C=C(CN)C=CC2)C=CC1 (3-(3-Fluoro-phenoxy)-benzylamine). Reaction SMILES: [H-].[Al+3].[Li+].[H-].[H-].[H-].[F:7][C:8]1[CH:9]=[C:10]([CH:20]=[CH:21][CH:22]=1)[O:11][C:12]1[CH:13]=[C:14]([CH:17]=[CH:18][CH:19]=1)[C:15]#[N:16].CO.[Cl-].[NH4+]>O1CCCC1.O>[F:7][C:8]1[CH:9]=[C:10]([CH:20]=[CH:21][CH:22]=1)[O:11][C:12]1[CH:13]=[C:14]([CH:17]=[CH:18][CH:19]=1)[CH2:15][NH2:16] |f:0.1.2.3.4.5,8.9|.